Dataset: the Open Reaction Database (ORD), a public repository of structured organic reaction records. Task: describe an organic reaction: reactants, conditions, products, and yield The reactants are C(C)OC(=O)C=1C2=C(SC1N)C=CC=C2 (2-Amino-benzo[b]thiophene-3-carboxylic Acid Ethyl Ester), BrN1C(CCC1=O)=O (N-bromosuccinimide), resultant mixture, C(=O)(O)[O-].[Na+] (NaHCO3). Run in C(Cl)(Cl)Cl (CHCl3). The product is hexanes ethyl acetate, C(C)OC(=O)C=1C2=C(SC1N)C=C(C=C2)Br (2-Amino-6-bromo-benzo[b]thiophene-3-carboxylic Acid Ethyl Ester). Yield: 90.1%. Reaction SMILES: [CH2:1]([O:3][C:4]([C:6]1[C:7]2[CH:15]=[CH:14][CH:13]=[CH:12][C:8]=2[S:9][C:10]=1[NH2:11])=[O:5])[CH3:2].[Br:16]N1C(=O)CCC1=O.C([O-])(O)=O.[Na+]>C(Cl)(Cl)Cl>[CH2:1]([O:3][C:4]([C:6]1[C:7]2[CH:15]=[CH:14][C:13]([Br:16])=[CH:12][C:8]=2[S:9][C:10]=1[NH2:11])=[O:5])[CH3:2] |f:2.3|. Reported procedure: To a solution of 1c (760 mg, 3.44 mmol) in CHCl3 (10 mL) was added N-bromosuccinimide (673 mg, 3.78 mmol). The resultant mixture was stirred for 1 h, then mixed with saturated NaHCO3 solution (100 mL), and extracted with methylene chloride (100 mL, 3×). The combined organic phases were dried over MgSO4, filtered, and concentrated. Flash chromatography (hexanes/ethyl acetate, 4:1) then provided the title compound (930 mg, 90%) as a yellow solid: MS (ES) m/z 300 (M+H)+; 1H NMR (400 MHz, CDCl3) δ7.... Starting materials: [OH-].[Na+] (sodium hydroxide), [Cl-].[Ca+2].[Cl-] (calcium chloride), C1(CC1)S(=O)(=O)C1=CC=C(C=C1)C(CC1CCOCC1)C1=CC=C(N1)C=1SC(=CN1)CCC(=O)OCC (ethyl 3-[2-(5-{1-[4-(cyclopropylsulfonyl)phenyl]-2-(tetrahydro-2H-pyran-4-yl)ethyl}-1H-pyrrol-2-yl)-1,3-thiazol-5-yl]propanoate), [OH-].[Na+] (sodium hydroxide), Cl (hydrochloric acid). The solvent is O (water), CO (methanol), O (water), O1CCCC1 (tetrahydrofuran), CO (methanol). Run at time 8 hour. Yields the product C1(CC1)S(=O)(=O)C1=CC=C(C=C1)C(CC1CCOCC1)C1=CC=C(N1)C=1SC(=CN1)CCC(=O)O (3-[2-(5-{1-[4-(cyclopropylsulfonyl)phenyl]-2-(tetrahydro-2H-pyran-4-yl)ethyl}-1H-pyrrol-2-yl)-1,3-thiazol-5-yl]propanoic acid). Isolated yield 77.9%. As a reaction SMILES: [CH:1]1([S:4]([C:7]2[CH:12]=[CH:11][C:10]([CH:13]([C:21]3[NH:25][C:24]([C:26]4[S:27][C:28]([CH2:31][CH2:32][C:33]([O:35]CC)=[O:34])=[CH:29][N:30]=4)=[CH:23][CH:22]=3)[CH2:14][CH:15]3[CH2:20][CH2:19][O:18][CH2:17][CH2:16]3)=[CH:9][CH:8]=2)(=[O:6])=[O:5])[CH2:3][CH2:2]1.[OH-].[Na+].Cl.[Cl-].[Ca+2].[Cl-]>O.CO.O1CCCC1>[CH:1]1([S:4]([C:7]2[CH:12]=[CH:11][C:10]([CH:13]([C:21]3[NH:25][C:24]([C:26]4[S:27][C:28]([CH2:31][CH2:32][C:33]([OH:35])=[O:34])=[CH:29][N:30]=4)=[CH:23][CH:22]=3)[CH2:14][CH:15]3[CH2:20][CH2:19][O:18][CH2:17][CH2:16]3)=[CH:9][CH:8]=2)(=[O:5])=[O:6])[CH2:3][CH2:2]1 |f:1.2,4.5.6|. Procedure details: A mixture of ethyl 3-[2-(5-{1-[4-(cyclopropylsulfonyl)phenyl]-2-(tetrahydro-2H-pyran-4-yl)ethyl}-1H-pyrrol-2-yl)-1,3-thiazol-5-yl]propanoate (0.46 g), 1M aqueous sodium hydroxide solution (1.7 mL), methanol (3 mL) and tetrahydrofuran (6 mL) was stirred at room temperature overnight. To the reaction mixture was added 1M hydrochloric acid (1.7 mL), and the mixture was extracted with ethyl acetate. The ethyl acetate layer was washed with saturated brine, dried (MgSO4) and concentrated to give a yel... Starting materials: ClC1=NC(=NC(=C1C#N)NCCO)NCCO (4-chloro-2,6-bis-(2-hydroxy-ethylamino)-pyrimidine-5-carbonitrile), Cl.FC1=CC=C(C=C1)C=1CCNCC1 (4-(4-fluoro-phenyl)-1,2,3,6-tetrahydro-pyridine hydrochloride), C(C)N(C(C)C)C(C)C (N-ethyl-diisopropyl-amine). Run in O1CCOCC1 (dioxane). Yields the product FC1=CC=C(C=C1)C=1CCN(CC1)C1=NC(=NC(=C1C#N)NCCO)NCCO (4-[4-(4-fluoro-phenyl)-3,6-dihydro-2H-pyridin-1-yl]-2,6-bis-(2-hydroxy-ethylamino)-pyrimidine-5-carbonitrile). RXN SMILES: Cl[C:2]1[C:7]([C:8]#[N:9])=[C:6]([NH:10][CH2:11][CH2:12][OH:13])[N:5]=[C:4]([NH:14][CH2:15][CH2:16][OH:17])[N:3]=1.Cl.[F:19][C:20]1[CH:25]=[CH:24][C:23]([C:26]2[CH2:27][CH2:28][NH:29][CH2:30][CH:31]=2)=[CH:22][CH:21]=1.C(N(C(C)C)C(C)C)C>O1CCOCC1>[F:19][C:20]1[CH:25]=[CH:24][C:23]([C:26]2[CH2:31][CH2:30][N:29]([C:2]3[C:7]([C:8]#[N:9])=[C:6]([NH:10][CH2:11][CH2:12][OH:13])[N:5]=[C:4]([NH:14][CH2:15][CH2:16][OH:17])[N:3]=3)[CH2:28][CH:27]=2)=[CH:22][CH:21]=1 |f:1.2|. Reported procedure: In analogy to the procedure described in example 20b, 4-chloro-2,6-bis-(2-hydroxy-ethylamino)-pyrimidine-5-carbonitrile was treated with 4-(4-fluoro-phenyl)-1,2,3,6-tetrahydro-pyridine hydrochloride in dioxane in the presence of N-ethyl-diisopropyl-amine at 90° C. to yield 4-[4-(4-fluoro-phenyl)-3,6-dihydro-2H-pyridin-1-yl]-2,6-bis-(2-hydroxy-ethylamino)-pyrimidine-5-carbonitrile as an amorphous, white solid;